From a dataset of the Open Reaction Database (ORD), a public repository of structured organic reaction records. describe an organic reaction: reactants, conditions, products, and yield The reactants are ClCC1=CC=C(C=C1)C1C(CN(CC1)C(=O)OCC1=CC=CC=C1)OCC=1C=CC2=C(N(CCO2)CCCOCC)C1 (benzyl 4-(4-chloromethylphenyl)-3-[4-(3-ethoxypropyl)-3,4-dihydro-2H-benzo[1,4]oxazin-6-ylmethoxy]piperidine-1-carboxylate), N1C=NC=C1 (imidazole). The product is N1(C=NC=C1)CC1=CC=C(C=C1)C1C(CN(CC1)C(=O)OCC1=CC=CC=C1)OCC=1C=CC2=C(N(CCO2)CCCOC)C1 (Benzyl 4-(4-imidazol-1-ylmethylphenyl)-3-[4-(3-methoxypropyl)-3,4-dihydro-2H-benzo[1,4]oxazin-6-ylmethoxy]piperidine-1-carboxylate). As a reaction SMILES: Cl[CH2:2][C:3]1[CH:8]=[CH:7][C:6]([CH:9]2[CH2:14][CH2:13][N:12]([C:15]([O:17][CH2:18][C:19]3[CH:24]=[CH:23][CH:22]=[CH:21][CH:20]=3)=[O:16])[CH2:11][CH:10]2[O:25][CH2:26][C:27]2[CH:28]=[CH:29][C:30]3[O:35][CH2:34][CH2:33][N:32]([CH2:36][CH2:37][CH2:38][O:39][CH2:40]C)[C:31]=3[CH:42]=2)=[CH:5][CH:4]=1.[NH:43]1[CH:47]=[CH:46][N:45]=[CH:44]1>>[N:43]1([CH2:2][C:3]2[CH:4]=[CH:5][C:6]([CH:9]3[CH2:14][CH2:13][N:12]([C:15]([O:17][CH2:18][C:19]4[CH:24]=[CH:23][CH:22]=[CH:21][CH:20]=4)=[O:16])[CH2:11][CH:10]3[O:25][CH2:26][C:27]3[CH:28]=[CH:29][C:30]4[O:35][CH2:34][CH2:33][N:32]([CH2:36][CH2:37][CH2:38][O:39][CH3:40])[C:31]=4[CH:42]=3)=[CH:7][CH:8]=2)[CH:47]=[CH:46][N:45]=[CH:44]1. Procedure details: Analogously to Example 269a, 0.103 g of benzyl 4-(4-chloromethylphenyl)-3-[4-(3-ethoxypropyl)-3,4-dihydro-2H-benzo[1,4]oxazin-6-ylmethoxy]piperidine-1-carboxylate (Example 270b) and 0.013 g of imidazole are reacted. The title compound is obtained as a yellowish oil. Rf=0.47 (200:10:1 dichloromethane-methanol-25% conc. ammonia). Rt=4.34.